Task: describe an organic reaction: reactants, conditions, products, and yield. Dataset: the Open Reaction Database (ORD), a public repository of structured organic reaction records Starting materials: C([O-])([O-])=O.[Na+].[Na+] (sodium carbonate), ClC1=NC=CC(=N1)Cl (2,4-dichloropyrimidine), OC1=C(C=CC=C1C(F)(F)F)B(O)O (2-hydroxy-3-trifluoromethylphenylboronic acid). Reagents/catalysts: Cl[Pd]([P](C1=CC=CC=C1)(C2=CC=CC=C2)C3=CC=CC=C3)([P](C4=CC=CC=C4)(C5=CC=CC=C5)C6=CC=CC=C6)Cl (trans-dichlorobis(triphenylphosphine)palladium). Run in C(C)#N (Acetonitrile). Reaction conditions: temperature 70 celsius, time 6 hour. Product: ClC1=NC=CC(=N1)C1=C(C(=CC=C1)C(F)(F)F)O (2-(2-Chloropyrimidin-4-yl)-6-(trifluoromethyl)phenol). RXN SMILES: [Cl:1][C:2]1[N:7]=[C:6](Cl)[CH:5]=[CH:4][N:3]=1.[OH:9][C:10]1[C:15]([C:16]([F:19])([F:18])[F:17])=[CH:14][CH:13]=[CH:12][C:11]=1B(O)O.C(=O)([O-])[O-].[Na+].[Na+]>Cl[Pd](Cl)([P](C1C=CC=CC=1)(C1C=CC=CC=1)C1C=CC=CC=1)[P](C1C=CC=CC=1)(C1C=CC=CC=1)C1C=CC=CC=1.C(#N)C>[Cl:1][C:2]1[N:7]=[C:6]([C:11]2[CH:12]=[CH:13][CH:14]=[C:15]([C:16]([F:19])([F:18])[F:17])[C:10]=2[OH:9])[CH:5]=[CH:4][N:3]=1 |f:2.3.4,^1:31,50|. Procedure: A vial was charged with 2,4-dichloropyrimidine (362 mg, 2.43 mmol), 2-hydroxy-3-trifluoromethylphenylboronic acid (250 mg, 1.21 mmol) and trans-dichlorobis(triphenylphosphine)palladium (II) (42.6 mg, 0.061 mmol). Acetonitrile (6 mL) and sodium carbonate (3.0 mL, 1.0 M aqueous, 3.0 mmol) were added, and the resulting mixture was degassed via nitrogen sparge. The reaction mixture was stirred at 70° C. for 6 h, then was allowed to cool to ambient temperature and was poured into water. The mixture w... Reactants: COC(=O)c1cc(C)c(Br)s1, CCC(CC)(c1ccc(O)c(C)c1)c1ccc(B2OC(C)(C)C(C)(C)O2)c(C)c1, CCOC(C)=O, Cc1ccccc1, [Na+], [Na+], O=C([O-])[O-]. Product: CCC(CC)(c1ccc(O)c(C)c1)c1ccc(-c2sc(C(=O)OC)cc2C)c(C)c1. RXN SMILES: [Br:1][c:2]1[c:3]([CH3:11])[cH:4][c:5]([C:7](=[O:8])[O:9][CH3:10])[s:6]1.[CH2:18]([CH3:19])[C:20]([CH2:21][CH3:22])([c:23]1[cH:24][c:25]([CH3:38])[c:26]([B:29]2[O:30][C:31]([CH3:32])([CH3:33])[C:34]([CH3:35])([CH3:36])[O:37]2)[cH:27][cH:28]1)[c:39]1[cH:40][c:41]([CH3:46])[c:42]([OH:45])[cH:43][cH:44]1.[CH3:47][CH2:48][O:49][C:50](=[O:51])[CH3:52].[CH3:53][c:54]1[cH:55][cH:56][cH:57][cH:58][cH:59]1.[Na+:12].[Na+:13].[O-:14][C:15](=[O:16])[O-:17]>>[c:2]1(-[c:26]2[c:25]([CH3:38])[cH:24][c:23]([C:20]([CH2:18][CH3:19])([CH2:21][CH3:22])[c:39]3[cH:40][c:41]([CH3:46])[c:42]([OH:45])[cH:43][cH:44]3)[cH:28][cH:27]2)[c:3]([CH3:11])[cH:4][c:5]([C:7](=[O:8])[O:9][CH3:10])[s:6]1. The reactants are C(C)(=O)O (acetic acid), C(C)(=O)O (acetic acid), [N+](=O)([O-])C=1N=CNC1 (4-nitroimidazole), [N+](=O)(O)[O-] (nitric acid). Run in O (water). Run at time 1 hour. Product: [N+](=O)([O-])N1C=NC(=C1)[N+](=O)[O-] (1,4-dinitroimidazole). RXN SMILES: C(O)(=O)C.[N+:5]([C:8]1[N:9]=[CH:10][NH:11][CH:12]=1)([O-:7])=[O:6].[N+:13]([O-])([OH:15])=[O:14]>O>[N+:13]([N:11]1[CH:12]=[C:8]([N+:5]([O-:7])=[O:6])[N:9]=[CH:10]1)([O-:15])=[O:14]. Procedure: 430 mL of acetic acid and 188 g of 4-nitroimidazole were charged into a 2 L-volume reactor and stirred. While stirring the mixture, 100% nitric acid(137 mL) was slowly added dropwise to the mixture at the reaction temperature of 35° C. Anhydrous acetic acid(318 mL) was added dropwise thereto at 25° C. over 1 hour. After stirring the reaction mixture at 25° C. for 2 days, 1,4-dinitroimidazole was synthesized. Then, the resultant was poured in 2 L cold water, and extracted three times with 500 mL ... The reactants are NC=1SC(=CC1C(=O)OC)C (methyl 2-amino-5-methylthiophene-3-carboxy-late), FC1=C(C=CC=C1)[N+](=O)[O-] (2-fluoronitrobenzene), [H-].[Na+] (sodium hydride). The solvent is O1CCCC1 (tetrahydrofuran), O1CCCC1 (tetrahydrofuran). Reaction conditions: temperature 25 celsius, time 20 hour. Product: [N+](=O)([O-])C1=C(NC=2SC(=CC2C(=O)OC)C)C=CC=C1 (Methyl 2-(2-nitroanilino)-5-methylthiophene-3-carboxylate). RXN SMILES: [H-].[Na+].[NH2:3][C:4]1[S:5][C:6]([CH3:13])=[CH:7][C:8]=1[C:9]([O:11][CH3:12])=[O:10].F[C:15]1[CH:20]=[CH:19][CH:18]=[CH:17][C:16]=1[N+:21]([O-:23])=[O:22]>O1CCCC1>[N+:21]([C:16]1[CH:17]=[CH:18][CH:19]=[CH:20][C:15]=1[NH:3][C:4]1[S:5][C:6]([CH3:13])=[CH:7][C:8]=1[C:9]([O:11][CH3:12])=[O:10])([O-:23])=[O:22] |f:0.1|. Procedure details: To a stirred suspension of sodium hydride (2 g) in dry tetrahydrofuran (25 mL) under a nitrogen atmosphere was added a solution of methyl 2-amino-5-methylthiophene-3-carboxy-late (4.8 g, 0.028 mol) and 2-fluoronitrobenzene (4.0 g, 0.025 mol) in dry tetrahydrofuran (30 mL). The mixture was stirred at 25° C. for 20 hours, poured onto ice and partitioned between 2N hydrochloric acid and ethyl acetate. The organic extracts were dried over magnesium sulfate, the solvent was evaporated under reduced p... Reactants: Cl, CCOC(=O)c1c(F)ccc2nn[nH]c12. Yields the product O=C(O)c1c(F)ccc2nn[nH]c12. As a reaction SMILES: [ClH:16].[F:1][c:2]1[cH:3][cH:4][c:5]2[c:6]([nH:7][n:8][n:9]2)[c:10]1[C:11](=[O:12])[O:13][CH2:14][CH3:15]>>[F:1][c:2]1[cH:3][cH:4][c:5]2[c:6]([nH:7][n:8][n:9]2)[c:10]1[C:11](=[O:12])[OH:13]. The reactants are CC1=NC(=NO1)C1=CC=C(C=C1)N (4-(5-methyl-[1,2,4]oxadiazol-3-yl)phenylamine), C(C)C1=CC(=CC=2COCOC21)C=O (8-ethyl-4H-benzo[1,3]dioxine-6-carbaldehyde), C[Si](C)(C)C#N (trimethylsilyl cyanide), C(F)(F)(F)S(=O)(=O)[O-].C(F)(F)(F)S(=O)(=O)[O-].C(F)(F)(F)S(=O)(=O)[O-].[Yb+3] (Yb(OTf)3). The solvent is ClCCl (dichloromethane). Conditions: time 2 day. Yields the product C(C)C1=CC(=CC=2COCOC21)C(C#N)NC2=CC=C(C=C2)C2=NOC(=N2)C ((8-ethyl-4H-benzo[1,3]dioxin-6-yl)-[4-(5-methyl-[1,2,4]oxadiazol-3-yl)phenylamino]acetonitrile). RXN SMILES: [CH3:1][C:2]1[O:6][N:5]=[C:4]([C:7]2[CH:12]=[CH:11][C:10]([NH2:13])=[CH:9][CH:8]=2)[N:3]=1.[CH2:14]([C:16]1[C:25]2[O:24][CH2:23][O:22][CH2:21][C:20]=2[CH:19]=[C:18]([CH:26]=O)[CH:17]=1)[CH3:15].C[Si]([C:32]#[N:33])(C)C.C(S([O-])(=O)=O)(F)(F)F.C(S([O-])(=O)=O)(F)(F)F.C(S([O-])(=O)=O)(F)(F)F.[Yb+3]>ClCCl>[CH2:14]([C:16]1[C:25]2[O:24][CH2:23][O:22][CH2:21][C:20]=2[CH:19]=[C:18]([CH:26]([NH:13][C:10]2[CH:11]=[CH:12][C:7]([C:4]3[N:3]=[C:2]([CH3:1])[O:6][N:5]=3)=[CH:8][CH:9]=2)[C:32]#[N:33])[CH:17]=1)[CH3:15] |f:3.4.5.6|. Procedure details: After adding 794 mg of 4-(5-methyl-[1,2,4]oxadiazol-3-yl)phenylamine, 871 mg of 8-ethyl-4H-benzo[1,3]dioxine-6-carbaldehyde, 1 g of MS3A and 1 ml of trimethylsilyl cyanide to a solution of 281 mg of Yb(OTf)3 in 20 ml of dichloromethane under a nitrogen atmosphere, the mixture was stirred at room temperature for 2 days. The reaction mixture was filtered through celite, and the celite was washed with 100 ml of ethyl acetate. The organic layer was concentrated under reduced pressure to give (8-ethy...